From a dataset of the Open Reaction Database (ORD), a public repository of structured organic reaction records. describe an organic reaction: reactants, conditions, products, and yield RXN SMILES: [CH2:1]([CH3:2])[O:3][C:4](=[O:5])[CH2:6][CH2:7][c:8]1[cH:9][cH:10][c:11]([C:13](=[O:14])[O:15][C:16]([CH3:17])([CH3:18])[CH3:19])[s:12]1.[Na+:21].[OH-:20]>>[O:3]=[C:4]([OH:5])[CH2:6][CH2:7][c:8]1[cH:9][cH:10][c:11]([C:13](=[O:14])[O:15][C:16]([CH3:17])([CH3:18])[CH3:19])[s:12]1. Reactants: CCOC(=O)CCc1ccc(C(=O)OC(C)(C)C)s1, [Na+], [OH-]. The product is CC(C)(C)OC(=O)c1ccc(CCC(=O)O)s1. The reactants are CS(=O)(=O)O[C@@H]1CN(CC1)CCC1=CC=C(C=C1)N1CCCC1 ((S)-3-methanesulfonyloxy-1-(4-pyrrolidinophenethyl)pyrrolidine), [Cl-].[Na+] (sodium chloride), [H-].[Na+] (sodium hydride), C1=CC=CC=2NC3=C(OCC21)C=CC=C3 (5,11-Dihydrodibenzo[b,e][1,4]oxazepine). Run in CS(=O)C (dimethyl sulfoxide), C(C)(=O)OCC (ethyl acetate), CCCCCC (hexane), CS(=O)C (dimethyl sulfoxide). Run at time 30 minute. The product is N1(CCCC1)C1=CC=C(CCN2C[C@@H](CC2)N2C3=C(OCC4=C2C=CC=C4)C=CC=C3)C=C1 ((R)-5,11-dihydro-5-[1-(4-pyrrolidinophenethyl)pyrrolidin-3-yl]dibenzo[b,e][1,4]oxazepine). As a reaction SMILES: [H-].[Na+].[CH:3]1[C:13]2[CH2:12][O:11][C:10]3[CH:14]=[CH:15][CH:16]=[CH:17][C:9]=3[NH:8][C:7]=2[CH:6]=[CH:5][CH:4]=1.CS(O[C@H:23]1[CH2:27][CH2:26][N:25]([CH2:28][CH2:29][C:30]2[CH:35]=[CH:34][C:33]([N:36]3[CH2:40][CH2:39][CH2:38][CH2:37]3)=[CH:32][CH:31]=2)[CH2:24]1)(=O)=O.[Cl-].[Na+]>CCCCCC.CS(C)=O.C(OCC)(=O)C>[N:36]1([C:33]2[CH:34]=[CH:35][C:30]([CH2:29][CH2:28][N:25]3[CH2:26][CH2:27][C@@H:23]([N:8]4[C:7]5[CH:6]=[CH:5][CH:4]=[CH:3][C:13]=5[CH2:12][O:11][C:10]5[CH:14]=[CH:15][CH:16]=[CH:17][C:9]4=5)[CH2:24]3)=[CH:31][CH:32]=2)[CH2:40][CH2:39][CH2:38][CH2:37]1 |f:0.1,4.5|. Reported procedure: 60% sodium hydride (132 mg, 3.3 mmol) was washed with hexane in argon stream and then suspended in dimethyl sulfoxide (10 ml), and the obtained suspension was stirred at room temperature for 30 minutes. 5,11-Dihydrodibenzo[b,e][1,4]oxazepine (600 mg, 3.0 mmol) was added to the suspension, and they were stirred at room temperature for 30 minutes and then at 50° C. for additional 30 minutes. A solution of (S)-3-methanesulfonyloxy-1-(4-pyrrolidinophenethyl)pyrrolidine (340 mg, 1.0 mmol) in dimethyl... Reaction SMILES: [CH2:1]([O:3][C:4](=[O:29])[CH2:5][CH2:6][C:7]1[CH:12]=[CH:11][C:10]([CH2:13][OH:14])=[CH:9][C:8]=1[C:15](=[O:28])[NH:16][CH2:17][C:18]1[C:27]2[C:22](=[CH:23][CH:24]=[CH:25][CH:26]=2)[CH:21]=[CH:20][CH:19]=1)[CH3:2].[CH3:30][C:31]1[CH:36]=[CH:35][CH:34]=[CH:33][C:32]=1O.C1(P(C2C=CC=CC=2)C2C=CC=CC=2)C=CC=CC=1.N(C(OCC)=O)=NC(OCC)=O>O1CCCC1>[CH2:1]([O:3][C:4](=[O:29])[CH2:5][CH2:6][C:7]1[CH:12]=[CH:11][C:10]([CH2:13][O:14][C:32]2[CH:33]=[CH:34][CH:35]=[CH:36][C:31]=2[CH3:30])=[CH:9][C:8]=1[C:15](=[O:28])[NH:16][CH2:17][C:18]1[C:27]2[C:22](=[CH:23][CH:24]=[CH:25][CH:26]=2)[CH:21]=[CH:20][CH:19]=1)[CH3:2]. Procedure details: To the solution of the compound prepared in Example 4 (300 mg) and 2-methylphenol (0.12 ml) in tetrahydrofuran (4 ml) were added triphenylphosphine (300 mg) and diethyl azodicarboxylate (0.5 ml, 40% toluene solution) at room temperature and the mixture was stirred overnight. The reaction mixture was concentrated and the residue was purified by column chromatography on silica gel (n-hexane:ethyl acetate=5:1) to give the title compound (330 mg) having the following physical data. Run in O1CCCC1 (tetrahydrofuran). Run at time 8 hour. The reactants are C(C)OC(CCC1=C(C=C(C=C1)CO)C(NCC1=CC=CC2=CC=CC=C12)=O)=O (3-[2-((naphthalen-1-ylmethyl)carbamoyl)-4-hydroxymethylphenyl]propanoic acid ethyl ester), CC1=C(C=CC=C1)O (2-methylphenol), C1(=CC=CC=C1)P(C1=CC=CC=C1)C1=CC=CC=C1 (triphenylphosphine), N(=NC(=O)OCC)C(=O)OCC (diethyl azodicarboxylate). Product: C(C)OC(CCC1=C(C=C(C=C1)COC1=C(C=CC=C1)C)C(NCC1=CC=CC2=CC=CC=C12)=O)=O (3-[2-((naphthalen-1-ylmethyl)carbamoyl)-4-(2-methylphenyloxymethyl)phenyl]propanoic acid ethyl ester). Reactants: CC1=CC=C(C=C1)C1=CC(=CC(=C1)N1C(CCCC1)=O)C(=O)O (4′-methyl-5-(2-oxopiperidin-1-yl)biphenyl-3-carboxylic acid), Cl.CN(CCCN=C=NCC)C (N-(3-dimethylaminopropyl)-N′-ethylcarbodiimide hydrochloride), O.ON1N=NC2=C1C=CC=C2 (1-hydroxybenzotriazole hydrate), CC1=CC=C(C=N1)CN ((6-methylpyridin-3-yl)methanamine), C(C)(C)N(C(C)C)CC (N,N-diisopropylethylamine). The solvent is C(Cl)Cl (CH2Cl2). Conditions: time 8 hour. Yields the product CC1=CC=C(C=C1)C1=CC(=CC(=C1)N1C(CCCC1)=O)C(=O)NCC=1C=NC(=CC1)C (4′-Methyl-N-((6-methylpyridin-3-yl)methyl)-5-(2-oxopiperidin-1-yl)biphenyl-3-carboxamide). Reaction SMILES: [CH3:1][C:2]1[CH:7]=[CH:6][C:5]([C:8]2[CH:13]=[C:12]([N:14]3[CH2:19][CH2:18][CH2:17][CH2:16][C:15]3=[O:20])[CH:11]=[C:10]([C:21]([OH:23])=O)[CH:9]=2)=[CH:4][CH:3]=1.Cl.CN(C)CCCN=C=NCC.O.ON1C2C=CC=CC=2N=N1.[CH3:47][C:48]1[N:53]=[CH:52][C:51]([CH2:54][NH2:55])=[CH:50][CH:49]=1.C(N(CC)C(C)C)(C)C>C(Cl)Cl>[CH3:1][C:2]1[CH:3]=[CH:4][C:5]([C:8]2[CH:13]=[C:12]([N:14]3[CH2:19][CH2:18][CH2:17][CH2:16][C:15]3=[O:20])[CH:11]=[C:10]([C:21]([NH:55][CH2:54][C:51]3[CH:52]=[N:53][C:48]([CH3:47])=[CH:49][CH:50]=3)=[O:23])[CH:9]=2)=[CH:6][CH:7]=1 |f:1.2,3.4|. Procedure details: To a mixture of 4′-methyl-5-(2-oxopiperidin-1-yl)biphenyl-3-carboxylic acid (45 mg, 0.14 mmol), N-(3-dimethylaminopropyl)-N′-ethylcarbodiimide hydrochloride (56 mg, 0.29 mmol), 1-hydroxybenzotriazole hydrate (22 mg, 0.14 mmol), and CH2Cl2 (3 mL) were added (6-methylpyridin-3-yl)methanamine (27 mg, 0.22 mmol) and N,N-diisopropylethylamine (51 μL, 0.29 mmol). The mixture was stirred at room temperature overnight and then concentrated. The residue was purified by preparative HPLC (100×20.2 mm, C18 ... Conditions: temperature 80 celsius, time 8 hour. Reaction SMILES: [O:1]1[C:6]2[CH:7]=[CH:8][C:9]([CH2:11][NH:12][CH2:13][C:14]3[CH:19]=[CH:18][CH:17]=[C:16]([O:20][CH2:21][CH3:22])[CH:15]=3)=[CH:10][C:5]=2[O:4][CH2:3][CH2:2]1.C([O-])([O-])=O.[K+].[K+].Cl.[CH2:30]([C:34]1[C:35]([CH2:47]Cl)=[C:36]([Cl:46])[N:37]=[N:38][C:39]=1[C:40]1[CH:45]=[CH:44][CH:43]=[CH:42][CH:41]=1)[CH2:31][CH2:32][CH3:33].CCCCCC>CC#N.CCOC(C)=O>[CH2:30]([C:34]1[C:35]([CH2:47][N:12]([CH2:11][C:9]2[CH:8]=[CH:7][C:6]3[O:1][CH2:2][CH2:3][O:4][C:5]=3[CH:10]=2)[CH2:13][C:14]2[CH:19]=[CH:18][CH:17]=[C:16]([O:20][CH2:21][CH3:22])[CH:15]=2)=[C:36]([Cl:46])[N:37]=[N:38][C:39]=1[C:40]1[CH:41]=[CH:42][CH:43]=[CH:44][CH:45]=1)[CH2:31][CH2:32][CH3:33] |f:1.2.3,4.5|. The product is C(CCC)C=1C(=C(N=NC1C1=CC=CC=C1)Cl)CN(CC1=CC(=CC=C1)OCC)CC1=CC2=C(OCCO2)C=C1 ((5-butyl-3-chloro-6-phenyl-pyridazin-4-ylmethyl)-(2,3-dihydro-benzo[1,4]dioxin-6-ylmethyl)-(3-ethoxy-benzyl)-amine). The solvent is CCOC(=O)C (EtOAc), CC#N (CH3CN). Reactants: CCCCCC (Hexane), O1CCOC2=C1C=CC(=C2)CNCC2=CC(=CC=C2)OCC ((2,3-Dihydro-benzo[1,4]dioxin-6-ylmethyl)-(3-ethoxy-benzyl)-amine), C(=O)([O-])[O-].[K+].[K+] (K2CO3), Cl.C(CCC)C=1C(=C(N=NC1C1=CC=CC=C1)Cl)CCl (5-butyl-3-chloro-4-chloromethyl-6-phenyl-pyridazine hydrochloride), 558. Procedure: (2,3-Dihydro-benzo[1,4]dioxin-6-ylmethyl)-(3-ethoxy-benzyl)-amine (0.211 g, 0.7 mmol) and K2CO3 (0.69 g, 3 mmol) is added to a solution of 5-butyl-3-chloro-4-chloromethyl-6-phenyl-pyridazine hydrochloride (0.175 g, 0.6 mmol) in CH3CN (15 mL). The mixture is stirred at 80° C. overnight. The solvent is removed in vacuo and the residue is partitioned between water (20 mL) and EtOAc (20 mL). The organic layer is washed with water (15 mL), brine (15 mL), then dried (Na2SO4). Evaporation of the solven... The reactants are OC1=CC=C(C=C1)CCC(CC(=O)O)CC(=O)O (3-[2-(4-hydroxyphenyl)ethyl]glutaric acid), C(C)(=O)OC(C)=O (acetic anhydride). Yields the product C(C)(=O)OC1=CC=C(C=C1)CCC1CC(=O)OC(C1)=O (3-[2-[4-(acetyloxy)phenyl]ethyl]glutaric anhydride). Reaction SMILES: [OH:1][C:2]1[CH:7]=[CH:6][C:5]([CH2:8][CH2:9][CH:10]([CH2:15][C:16]([OH:18])=[O:17])[CH2:11][C:12]([OH:14])=O)=[CH:4][CH:3]=1.[C:19](OC(=O)C)(=[O:21])[CH3:20]>>[C:19]([O:1][C:2]1[CH:3]=[CH:4][C:5]([CH2:8][CH2:9][CH:10]2[CH2:11][C:12](=[O:14])[O:17][C:16](=[O:18])[CH2:15]2)=[CH:6][CH:7]=1)(=[O:21])[CH3:20]. Procedure: A solution of 3-[2-(4-hydroxyphenyl)ethyl]glutaric acid (600 mg) in acetic anhydride (15 ml) is heated in a bath at 120° C. for 2.0 hours. It is evaporated in vacuo and the residue is crystallized from dichloromethane-hexane to afford 495 mg of 3-[2-[4-(acetyloxy)phenyl]ethyl]glutaric anhydride, melting point 97°-99° C. The reactants are CO, Cc1cc(OCCCl)ccc1C(=O)O, [K+], [OH-]. Reaction SMILES: [CH3:17][OH:18].[CH3:1][c:2]1[c:3]([C:4](=[O:5])[OH:6])[cH:7][cH:8][c:9]([O:11][CH2:12][CH2:13][Cl:14])[cH:10]1.[K+:16].[OH-:15]>>[cH:2]1[c:3]([C:4](=[O:5])[OH:6])[cH:7][cH:8][c:9]([O:11][CH2:12][CH2:13][Cl:14])[cH:10]1. The product is O=C(O)c1ccc(OCCCl)cc1. Reactants: [Al+3], CC(C)(C)OC(=O)NC1(C(=O)O)CCN(C(=O)OC(C)(C)C)CC1, [H-], [H-], [H-], [H-], [Li+], [Na+], C1CCOC1, [OH-], O. The product is CC(C)(C)OC(=O)NC1(CO)CCN(C(=O)OC(C)(C)C)CC1. RXN SMILES: [Al+3:2].[C:7]([CH3:8])([CH3:9])([CH3:10])[O:11][C:12](=[O:13])[N:14]1[CH2:15][CH2:16][C:17]([C:20](=[O:21])[OH:22])([NH:23][C:24](=[O:25])[O:26][C:27]([CH3:28])([CH3:29])[CH3:30])[CH2:18][CH2:19]1.[H-:1].[H-:4].[H-:5].[H-:6].[Li+:3].[Na+:33].[O:34]1[CH2:35][CH2:36][CH2:37][CH2:38]1.[OH-:32].[OH2:31]>>[C:7]([CH3:8])([CH3:9])([CH3:10])[O:11][C:12](=[O:13])[N:14]1[CH2:15][CH2:16][C:17]([CH2:20][OH:21])([NH:23][C:24](=[O:25])[O:26][C:27]([CH3:28])([CH3:29])[CH3:30])[CH2:18][CH2:19]1. Starting materials: C(CC)(=O)OC1=CC=C(C=C1)Br (4-Bromophenyl propionate), [Cl-].[Al+3].[Cl-].[Cl-] (aluminium chloride), Cl (hydrogen chloride). Product: BrC=1C=CC(=C(C1)C(CC)=O)O (1-(5-bromo-2-hydroxyphenyl)propan-1-one). The yield is 191.3%. RXN SMILES: C([O:5][C:6]1[CH:11]=[CH:10][C:9]([Br:12])=[CH:8][CH:7]=1)(=O)CC.[Cl-].[Al+3].[Cl-].[Cl-].Cl>>[Br:12][C:9]1[CH:10]=[CH:11][C:6]([OH:5])=[C:7]([C:6](=[O:5])[CH2:7][CH3:8])[CH:8]=1 |f:1.2.3.4|. Reported procedure: 4-Bromophenyl propionate (115 g) (see Preparation 1) and aluminium chloride (150 g) were heated together at approximately 90° C. for 15 minutes. The solution became dark and hydrogen chloride gas was evolved. After cooling the black mass was carefully added to ice and a brown solid formed. The mixture was extracted with dichloromethane. The organic extract was separated, washed with brine, dried (anhydrous magnesium sulphate) and the solvent removed under reduced pressure to yield 1-(5-bromo-2-h...